This data is from the Open Reaction Database (ORD), a public repository of structured organic reaction records. The task is: describe an organic reaction: reactants, conditions, products, and yield The reactants are C(C)OC(=O)C=1C(=C2C(=CN1)N(C(=C2C#N)C2=CC=C(C=C2)F)C2=CC=CC=C2)O (3-cyano-2-(4-fluoro-phenyl)-4-hydroxy-1-phenyl-1H-pyrrolo[2,3-c]pyridine-5-carboxylic acid ethyl ester), C1CC(=O)N(C1=O)Br (NBS), C(=O)(C1=CC=CC=C1)OOC(=O)C1=CC=CC=C1 (BzOOBz). Product: C(C)OC(=O)C=1C(=C2C(=C(N1)Br)N(C(=C2C#N)C2=CC=C(C=C2)F)C2=CC=CC=C2)O (7-Bromo-3-cyano-2-(4-fluoro-phenyl)-4-hydroxy-1-phenyl-1H-pyrrolo[2,3-c]pyridine-5-carboxylic acid ethyl ester). As a reaction SMILES: [CH2:1]([O:3][C:4]([C:6]1[C:7]([OH:30])=[C:8]2[C:14]([C:15]#[N:16])=[C:13]([C:17]3[CH:22]=[CH:21][C:20]([F:23])=[CH:19][CH:18]=3)[N:12]([C:24]3[CH:29]=[CH:28][CH:27]=[CH:26][CH:25]=3)[C:9]2=[CH:10][N:11]=1)=[O:5])[CH3:2].C1C(=O)N([Br:38])C(=O)C1.C(OOC(C1C=CC=CC=1)=O)(C1C=CC=CC=1)=O>>[CH2:1]([O:3][C:4]([C:6]1[C:7]([OH:30])=[C:8]2[C:14]([C:15]#[N:16])=[C:13]([C:17]3[CH:22]=[CH:21][C:20]([F:23])=[CH:19][CH:18]=3)[N:12]([C:24]3[CH:25]=[CH:26][CH:27]=[CH:28][CH:29]=3)[C:9]2=[C:10]([Br:38])[N:11]=1)=[O:5])[CH3:2]. Procedure: Prepared in analogy to that of Example 103(a) from 3-cyano-2-(4-fluoro-phenyl)-4-hydroxy-1-phenyl-1H-pyrrolo[2,3-c]pyridine-5-carboxylic acid ethyl ester, NBS and BzOOBz. The title compound, ESI MS (m/z): 480 (M+H)+. The reactants are C([O-])([O-])=O.[K+].[K+] (potassium carbonate), C(C1=CC=CC=C1)Cl (benzyl chloride), solution, C(C)OC(=O)C1C(N(C(C(N1)=O)CC(C)C)O)=O (3-ethoxycarbonyl-1-hydroxy-6-isobutylpiperazine-2,5-dione). Run in CN(C=O)C (N,N-dimethylformamide), C(C)(=O)OCC (ethyl acetate). Run at time 16 hour. Product: C(C1=CC=CC=C1)C1(C(N(C(C(N1)=O)CC(C)C)OCC1=CC=CC=C1)=O)C(=O)OCC ((3RS,6SR)-3-benzyl-1-benzyloxy-3-ethoxycarbonyl-6-isobutylpiperazine-2,5-dione). RXN SMILES: C(=O)([O-])[O-].[K+].[K+].[CH2:7](Cl)[C:8]1[CH:13]=[CH:12][CH:11]=[CH:10][CH:9]=1.[CH2:15]([O:17][C:18]([CH:20]1[NH:25][C:24](=[O:26])[CH:23]([CH2:27][CH:28]([CH3:30])[CH3:29])[N:22]([OH:31])[C:21]1=[O:32])=[O:19])[CH3:16]>CN(C)C=O.C(OCC)(=O)C>[CH2:7]([C:20]1([C:18]([O:17][CH2:15][CH3:16])=[O:19])[NH:25][C:24](=[O:26])[CH:23]([CH2:27][CH:28]([CH3:29])[CH3:30])[N:22]([O:31][CH2:7][C:8]2[CH:13]=[CH:12][CH:11]=[CH:10][CH:9]=2)[C:21]1=[O:32])[C:8]1[CH:13]=[CH:12][CH:11]=[CH:10][CH:9]=1 |f:0.1.2|. Reported procedure: 7.60 g of potassium carbonate and 6.3 ml of benzyl chloride were added to 100 ml of a solution of 9.57 g of 3-ethoxycarbonyl-1-hydroxy-6-isobutylpiperazine-2,5-dione in anhydrous N,N-dimethylformamide, on ice-cooling. The mixture was stirred at room temperature for 16 hours. The reaction mixture was diluted with 450 ml of ethyl acetate, then washed three times with an aqueous solution saturated with sodium chloride, and dried with anhydrous magnesium sulfate. The resulting solution was subjected...